Dataset: the Open Reaction Database (ORD), a public repository of structured organic reaction records. Task: describe an organic reaction: reactants, conditions, products, and yield The reactants are ClC1=CC=CC=2SC(=C(C21)SC(C)C)C(=O)O (4-chloro-3-[(1-methylethyl)thio]benzo[b]thiophene-2-carboxylic acid), C(=O)(N1C=NC=C1)N1C=NC=C1 (1,1'-carbonyldiimidazole), [OH-].[NH4+] (ammonium hydroxide). The solvent is C(C)#N (acetonitrile). The product is ClC1=CC=CC=2SC(=C(C21)SC(C)C)C(=O)N (4-Chloro-3-[(1-methylethyl)thio]benzo[b]thiophene-2-carboxamide). Isolated yield 35.0%. Reaction SMILES: [Cl:1][C:2]1[C:10]2[C:9]([S:11][CH:12]([CH3:14])[CH3:13])=[C:8]([C:15]([OH:17])=O)[S:7][C:6]=2[CH:5]=[CH:4][CH:3]=1.C(N1C=CN=C1)([N:20]1C=CN=C1)=O.[OH-].[NH4+]>C(#N)C>[Cl:1][C:2]1[C:10]2[C:9]([S:11][CH:12]([CH3:14])[CH3:13])=[C:8]([C:15]([NH2:20])=[O:17])[S:7][C:6]=2[CH:5]=[CH:4][CH:3]=1 |f:2.3|. Procedure: A mixture of 4-chloro-3-[(1-methylethyl)thio]benzo[b]thiophene-2-carboxylic acid (0.43 g, 1.5 mmol) and 1,1'-carbonyldiimidazole (0.25 g, 1.5 mmol) in 5.0 mL of acetonitrile is stirred at reflux for 2 hours. The cooled reaction solution is added slowly to 20 mL of cold ammonium hydroxide solution. The precipitated solid is filtered, washed with water, and recrystallized from aqueous acetonitrile to give 0.15 g (35%) of product; mp=182°-184° C. The reactants are IC1=CC=C2C(=NN(C2=C1)COCC[Si](CC)(CC)CC)C=CC1=CC=CC=C1 (6-Iodo-3-styryl-1-[2-(triethyl-silanyl)-ethoxymethyl]-1H-indazole), CN(C1=CC=C2C(=NN(C2=C1)COCC[Si](C)(C)C)C=CC1=CC=CC=C1)C1=CC=CC=C1 (methyl-phenyl-{3-styryl-1 [2-(trimethyl-silanyl)-ethoxymethyl]-1H-indazol-6-yl}-amine), [K+].[Br-] (KBr). The solvent is CCOC(=O)C.CCCCCC (EtOAc hexane). The product is CN(C1=CC=C2C(=NNC2=C1)C=CC1=CC=CC=C1)C1=CC=CC=C1 (Methyl-phenyl-(3-styryl-1H-indazol-6-yl)-amine). Reaction SMILES: IC1C=C2C(C(C=CC3C=CC=CC=3)=NN2COCC[Si](CC)(CC)CC)=CC=1.[CH3:30][N:31]([C:57]1[CH:62]=[CH:61][CH:60]=[CH:59][CH:58]=1)[C:32]1[CH:40]=[C:39]2[C:35]([C:36]([CH:49]=[CH:50][C:51]3[CH:56]=[CH:55][CH:54]=[CH:53][CH:52]=3)=[N:37][N:38]2COCC[Si](C)(C)C)=[CH:34][CH:33]=1.[K+].[Br-]>CCOC(C)=O.CCCCCC>[CH3:30][N:31]([C:57]1[CH:62]=[CH:61][CH:60]=[CH:59][CH:58]=1)[C:32]1[CH:40]=[C:39]2[C:35]([C:36]([CH:49]=[CH:50][C:51]3[CH:56]=[CH:55][CH:54]=[CH:53][CH:52]=3)=[N:37][NH:38]2)=[CH:34][CH:33]=1 |f:2.3,4.5|. Reported procedure: 6-Iodo-3-styryl-1-[2-(triethyl-silanyl)-ethoxymethyl]-1H-indazole was converted to methyl-phenyl-{3-styryl-1 [2-(trimethyl-silanyl)-ethoxymethyl]-1H-indazol-6-yl}-amine as described in Example 11, step (v). Rf sm 0.35 Rf p 0.13 (EtOAc:hexane 1:9); IR (KBr) 3031, 2951, 1625, 1595, 1498, 1449, 1326, 1303, 1248, 1212, 1076, 835, 694 cm−1; MS (ESI) [M+H]/z Calc'd 456, Found 456. The reactants are [Br-], Br, CO, Nc1ccccc1F, [Na+], [Na+], [Na+], O, O=C([O-])O, N#C[S-]. Product: N#CSc1ccc(N)c(F)c1. RXN SMILES: [Br-:15].[Br:13].[CH3:21][OH:22].[NH2:1][c:2]1[cH:3][cH:4][cH:5][cH:6][c:7]1[F:8].[Na+:14].[Na+:16].[Na+:9].[OH2:23].[OH:17][C:18](=[O:19])[O-:20].[S-:10][C:11]#[N:12]>>[NH2:1][c:2]1[cH:3][cH:4][c:5]([S:10][C:11]#[N:12])[cH:6][c:7]1[F:8]. Reactants: CCOC(=O)C(N)Cc1ccc(O)cc1, Cl, O=C(Cl)c1c(F)cccc1F. Yields the product CCOC(=O)C(Cc1ccc(O)cc1)NC(=O)c1c(F)cccc1F. RXN SMILES: [CH2:2]([CH3:3])[O:4][C:5]([CH:6]([NH2:7])[CH2:8][c:9]1[cH:10][cH:11][c:12]([OH:15])[cH:13][cH:14]1)=[O:16].[ClH:1].[F:17][c:18]1[c:19]([C:20](=[O:21])[Cl:22])[c:23]([F:27])[cH:24][cH:25][cH:26]1>>[CH2:2]([CH3:3])[O:4][C:5]([CH:6]([NH:7][C:20]([c:19]1[c:18]([F:17])[cH:26][cH:25][cH:24][c:23]1[F:27])=[O:21])[CH2:8][c:9]1[cH:10][cH:11][c:12]([OH:15])[cH:13][cH:14]1)=[O:16]. Starting materials: N[C@@H](CC#N)CC ((R)-3-aminopentanenitrile), C(#N)C1=CC=C(C=C1)C=1C=NN(C1O)C1=NC=C(C(=O)O)C=C1 (6-(4-(4-cyanophenyl)-5-hydroxy-1H-pyrazol-1-yl)nicotinic acid), CCN=C=NCCCN(C)C (EDCI), C=1C=CC2=C(C1)N=NN2O (HOBT), C(C)(C)N(C(C)C)CC (N,N-diisopropyl ethylamine). The solvent is CN(C)C=O (DMF). Reaction conditions: time 16 hour. Product: C(#N)C[C@@H](CC)NC(C1=CN=C(C=C1)N1N=CC(=C1O)C1=CC=C(C=C1)C#N)=O ((R)—N-(1-cyanobutan-2-yl)-6-(4-(4-cyanophenyl)-5-hydroxy-1H-pyrazol-1-yl)nicotinamide). Isolated yield 44.1%. Reaction SMILES: [C:1]([C:3]1[CH:8]=[CH:7][C:6]([C:9]2[CH:10]=[N:11][N:12]([C:15]3[CH:23]=[CH:22][C:18]([C:19]([OH:21])=O)=[CH:17][N:16]=3)[C:13]=2[OH:14])=[CH:5][CH:4]=1)#[N:2].CCN=C=NCCCN(C)C.C1C=CC2N(O)N=NC=2C=1.C(N(CC)C(C)C)(C)C.[NH2:54][C@H:55]([CH2:59][CH3:60])[CH2:56][C:57]#[N:58]>CN(C=O)C>[C:57]([CH2:56][C@H:55]([NH:54][C:19](=[O:21])[C:18]1[CH:22]=[CH:23][C:15]([N:12]2[C:13]([OH:14])=[C:9]([C:6]3[CH:5]=[CH:4][C:3]([C:1]#[N:2])=[CH:8][CH:7]=3)[CH:10]=[N:11]2)=[N:16][CH:17]=1)[CH2:59][CH3:60])#[N:58]. Reported procedure: Combined 6-(4-(4-cyanophenyl)-5-hydroxy-1H-pyrazol-1-yl)nicotinic acid (29 mg, 0.095 mmol), EDCI (27.2 mg, 0.142 mmol), HOBT (19.2 mg, 0.142 mmol) in DMF (1 mL) and added N,N-diisopropyl ethylamine (66.0 μL, 0.379 mmol). Then (R)-3-aminopentanenitrile (13.9 mg, 0.142 mmol) was added and the reaction was stirred at room temperature for 16 hours. The reaction mixture was purified by preparative HPLC (SunFire™ C18, 5 μm, ID 30 mm×75 mm) using a gradient of 40-65% ACN (with 0.035% TFA) in water (wit... Reactants: ClC1=NC=2N(C3=C1C=NC1=C3C=NN1CC)N=C(C2)C (5-chloro-8-ethyl-2-methyl-8H-pyrazolo[1,5-a]-pyrazolo[4',3':5,6]pyrido[3,4-e]pyrimidine), C(CCC)N (n-butylamine). The solvent is alcohol. Reaction conditions: time 12 hour. The product is C(CCC)NC1=NC=2N(C3=C1C=NC1=C3C=NN1CC)N=C(C2)C (N-Butyl-8-ethyl-2-methyl-8H-pyrazolo[1,5-a]pyrazolo[4',3':5,6]pyrido[3,4-e]pyrimidin-5-amine). As a reaction SMILES: Cl[C:2]1[C:7]2[CH:8]=[N:9][C:10]3[N:14]([CH2:15][CH3:16])[N:13]=[CH:12][C:11]=3[C:6]=2[N:5]2[N:17]=[C:18]([CH3:20])[CH:19]=[C:4]2[N:3]=1.[CH2:21]([NH2:25])[CH2:22][CH2:23][CH3:24]>>[CH2:21]([NH:25][C:2]1[C:7]2[CH:8]=[N:9][C:10]3[N:14]([CH2:15][CH3:16])[N:13]=[CH:12][C:11]=3[C:6]=2[N:5]2[N:17]=[C:18]([CH3:20])[CH:19]=[C:4]2[N:3]=1)[CH2:22][CH2:23][CH3:24]. Procedure details: 5.7 g of 5-chloro-8-ethyl-2-methyl-8H-pyrazolo[1,5-a]-pyrazolo[4',3':5,6]pyrido[3,4-e]pyrimidine (0.02 mol) are dissolved in 50 ml of dry alcohol. After addition of 1.5 g of n-butylamine, the mixture is heated at reflux temperature with stirring for 12 hours. The solvent is removed and the crystalline residue is treated with water. The N-butyl-8-ethyl-2-methyl-8H-pyrazolo[1,5-a]pyrazolo[4',3':5,6]pyrido-[4,3-e]pyrimidin-5-amine is filtered off and recrystallized from ethyl acetate, yield 5 g (77... Reactants: CC(=O)Oc1cccc(I)c1, C#CCCO, CC#N. Yields the product CC(=O)Oc1cccc(C#CCCO)c1. As a reaction SMILES: [C:1]([CH3:2])(=[O:3])[O:4][c:5]1[cH:6][c:7]([I:11])[cH:8][cH:9][cH:10]1.[CH2:12]([CH2:13][C:14]#[CH:15])[OH:16].[CH3:17][C:18]#[N:19]>>[C:1]([CH3:2])(=[O:3])[O:4][c:5]1[cH:6][c:7]([C:15]#[C:14][CH2:13][CH2:12][OH:16])[cH:8][cH:9][cH:10]1. Isolated yield 49.2%. The product is COC1=C(C=CC=C1)C#CC(=O)OC (methyl 3-(2-methoxyphenyl)propiolate). Run in CN(C)C=O (DMF). Reaction conditions: temperature 110 celsius. Reagents/catalysts: [Cu-]=O (copper(I) oxide). Reported procedure: To a suspension of methyl propiolate (2, 1.314 ml, 15.41 mmol) and copper(I) oxide (1.086 g, 7.59 mmol) in DMF (20 ml) was added 1-iodo-2-methoxybenzene (1, 1.262 ml, 9.48 mmol). The resulting mixture was heated in a Microwave reactor to 110° C. for 2 hrs. The reaction mixture was filtered through a short pad of silica gel and washed w/EtOAc. The organic layer was washed w/1M HCl, brine and sat'd NaHCO3, dried (Na2SO4) and concentrated to leave an oil as crude product, which was purified by flas... Starting materials: C(C#C)(=O)OC (methyl propiolate), IC1=C(C=CC=C1)OC (1-iodo-2-methoxybenzene). Reaction SMILES: [C:1]([O:5][CH3:6])(=[O:4])[C:2]#[CH:3].I[C:8]1[CH:13]=[CH:12][CH:11]=[CH:10][C:9]=1[O:14][CH3:15]>CN(C=O)C.[Cu-]=O>[CH3:15][O:14][C:9]1[CH:10]=[CH:11][CH:12]=[CH:13][C:8]=1[C:3]#[C:2][C:1]([O:5][CH3:6])=[O:4].